Dataset: the Open Reaction Database (ORD), a public repository of structured organic reaction records. Task: describe an organic reaction: reactants, conditions, products, and yield Reactants: Cl (hydrochloric acid), C(C)C1=CC=C(C=C1)C=1OCC(N1)(C)C (2-(4-ethylphenyl)-4,4-dimethyl-2-oxazoline), CCCCCC.C(CCC)[Li] (butyl lithium hexane), C(C1=CC=CC=C1)N1CCC(CC1)=O (1-benzyl-4-piperidone), [OH-].[Na+] (sodium hydroxide). Solvent: O1CCCC1 (tetrahydrofuran). Reaction conditions: time 1 hour. The product is Cl.C(C1=CC=CC=C1)N1CCC2(CC1)OC(C1=CC=C(C=C12)CC)=O (1′-benzyl-6-ethylspiro[isobenzofuran-1(3H),4′-piperidine]-3-one hydrochloride). Reaction SMILES: [CH2:1]([C:3]1[CH:8]=[CH:7][C:6]([C:9]2[O:10]CC(C)(C)N=2)=[CH:5][CH:4]=1)[CH3:2].CCCCCC.C([Li])CCC.[CH2:27]([N:34]1[CH2:39][CH2:38][C:37](=[O:40])[CH2:36][CH2:35]1)[C:28]1[CH:33]=[CH:32][CH:31]=[CH:30][CH:29]=1.[ClH:41].[OH-].[Na+]>O1CCCC1>[ClH:41].[CH2:27]([N:34]1[CH2:39][CH2:38][C:37]2([C:7]3[C:6](=[CH:5][CH:4]=[C:3]([CH2:1][CH3:2])[CH:8]=3)[C:9](=[O:10])[O:40]2)[CH2:36][CH2:35]1)[C:28]1[CH:29]=[CH:30][CH:31]=[CH:32][CH:33]=1 |f:1.2,5.6,8.9|. Reported procedure: Under a nitrogen atmosphere, a solution of 2-(4-ethylphenyl)-4,4-dimethyl-2-oxazoline (1.15 g) in anhydrous tetrahydrofuran (100 mL) was cooled to −78° C. To this solution was added 1.5 M butyl lithium hexane solution (4.53 mL). After being stirred for 1 hour, 1-benzyl-4-piperidone (1.05 mL) was added dropwise. After the reaction temperature was allowed to rise up to room temperature, 2N hydrochloric acid was added to the reaction mixture to make the mixture acidic. The whole was refluxed for 2 ... The reactants are COC(=O)C1=C(N(C(=C1)Br)C(C)C)C(O)C1=CC=C(C=C1)Cl (5-bromo-2-[(4-chloro-phenyl)-hydroxy-methyl]-1-isopropyl-1H-pyrrole-3-carboxylic acid methyl ester), CN1N=C(C=C1N)C (2,5-dimethyl-2H-pyrazol-3-ylamine), NC=1C(N(C=C(C1)Cl)CC1=CC=C(C=C1)OC)=O (3-amino-5-chloro-1-(4-methoxy-benzyl)-1H-pyridin-2-one), COC(=O)C1=C(N(C(=C1)Br)C(C)C)C(O)C1=CC=C(C=C1)C#N (5-bromo-2-[(4-cyano-phenyl)-hydroxy-methyl]-1-isopropyl-1H-pyrrole-3-carboxylic acid methyl ester). Product: BrC1=CC2=C(N1C(C)C)C(N(C2=O)C=2C(N(C=C(C2)Cl)CC2=CC=C(C=C2)OC)=O)C2=CC=C(C=C2)Cl (2-Bromo-5-[5-chloro-1-(4-methoxy-benzyl)-2-oxo-1,2-dihydro-pyridin-3-yl]-6-(4-chloro-phenyl)-1-isopropyl-5,6-dihydro-1H-pyrrolo[3,4-b]pyrrol-4-one). RXN SMILES: CO[C:3]([C:5]1[CH:9]=[C:8]([Br:10])[N:7]([CH:11]([CH3:13])[CH3:12])[C:6]=1[CH:14]([C:16]1[CH:21]=[CH:20][C:19]([Cl:22])=[CH:18][CH:17]=1)O)=[O:4].[NH2:23][C:24]1[C:25](=[O:40])[N:26]([CH2:31][C:32]2[CH:37]=[CH:36][C:35]([O:38][CH3:39])=[CH:34][CH:33]=2)[CH:27]=[C:28]([Cl:30])[CH:29]=1.COC(C1C=C(Br)N(C(C)C)C=1C(C1C=CC(C#N)=CC=1)O)=O.CN1C(N)=CC(C)=N1>>[Br:10][C:8]1[N:7]([CH:11]([CH3:12])[CH3:13])[C:6]2[CH:14]([C:16]3[CH:17]=[CH:18][C:19]([Cl:22])=[CH:20][CH:21]=3)[N:23]([C:24]3[C:25](=[O:40])[N:26]([CH2:31][C:32]4[CH:37]=[CH:36][C:35]([O:38][CH3:39])=[CH:34][CH:33]=4)[CH:27]=[C:28]([Cl:30])[CH:29]=3)[C:3](=[O:4])[C:5]=2[CH:9]=1. Procedure details: The title compound was prepared in analogy to the procedure described for Intermediate AX but in the step corresponding to Step AX1, 5-bromo-2-[(4-chloro-phenyl)-hydroxy-methyl]-1-isopropyl-1H-pyrrole-3-carboxylic acid methyl ester (step D3) and 3-amino-5-chloro-1-(4-methoxy-benzyl)-1H-pyridin-2-one (Step AH1) were used instead of 5-bromo-2-[(4-cyano-phenyl)-hydroxy-methyl]-1-isopropyl-1H-pyrrole-3-carboxylic acid methyl ester and 2,5-dimethyl-2H-pyrazol-3-ylamine respectively. The title compoun... The solvent is CO (MeOH), O (H2O). Reactants: Cl.C(C)OC(CCN1CN2C(C=3C=CC=CC13)=CC(=C2)C(=O)OCC)=O (2-Carbethoxy-5,6-dihydropyrrolo[1,2-c]quinazoline-6-propionic acid ethyl ester hydrochloride), [OH-].[K+] (KOH). The product is C(=O)(O)C=1C=C2N(CN(C=3C=CC=CC23)CCC(=O)O)C1 (2-Carboxy-5,6-dihydropyrrolo[1,2-c]quinazoline-6-propionic acid). RXN SMILES: Cl.C([O:4][C:5](=[O:26])[CH2:6][CH2:7][N:8]1[C:17]2[CH:16]=[CH:15][CH:14]=[CH:13][C:12]=2[C:11]2=[CH:18][C:19]([C:21]([O:23]CC)=[O:22])=[CH:20][N:10]2[CH2:9]1)C.[OH-].[K+]>CO.O>[C:21]([C:19]1[CH:18]=[C:11]2[C:12]3[CH:13]=[CH:14][CH:15]=[CH:16][C:17]=3[N:8]([CH2:7][CH2:6][C:5]([OH:26])=[O:4])[CH2:9][N:10]2[CH:20]=1)([OH:23])=[O:22] |f:0.1,2.3|. Procedure: A solution of the product of Example VI (2.75 g, 0.008 m) and KOH (4.0 g, 0.072 m) in MeOH (40 ml) and H2O (40 ml) was refluxed for 4 hr. The methanol was removed under vacuum and the resulting aqueous solution was acidified with HCl (10% aqueous). When the solution became acidic, a greenish solid formed. It was filtered and washed with H2O and dried, to yield 2.2 g of crude product. Crystallization from MeOH afforded the desired product; m.p. 234°-236°.